From a dataset of the Open Reaction Database (ORD), a public repository of structured organic reaction records. describe an organic reaction: reactants, conditions, products, and yield Reactants: CC1=C(C(=CC(=C1)C)C)S(=O)(=O)[O-].N[N+]1=C(C=C(C=C1)Br)N (1,2-diamino-4-bromopyridinium 2,4,6-trimethylbenzenesulfonate), ClC(C(=O)OCC)=O (ethyl 2-chloro-2-oxoacetate). Run in N1=CC=CC=C1 (pyridine). Yields the product BrC1=CC=2N(C=C1)N=C(N2)C(=O)OCC (ethyl 7-bromo-[1,2,4]triazolo[1,5-a]pyridine-2-carboxylate). Yield: 60.3%. RXN SMILES: CC1C=C(C)C=C(C)C=1S([O-])(=O)=O.[NH2:14][N+:15]1[CH:20]=[CH:19][C:18]([Br:21])=[CH:17][C:16]=1[NH2:22].Cl[C:24](=O)[C:25]([O:27][CH2:28][CH3:29])=[O:26]>N1C=CC=CC=1>[Br:21][C:18]1[CH:19]=[CH:20][N:15]2[N:14]=[C:24]([C:25]([O:27][CH2:28][CH3:29])=[O:26])[N:22]=[C:16]2[CH:17]=1 |f:0.1|. Procedure details: A mixture of 1,2-diamino-4-bromopyridinium 2,4,6-trimethylbenzenesulfonate (4.18 g, 10.8 mmol) and ethyl 2-chloro-2-oxoacetate (2.4 ml, 21.5 mmol) in pyridine (25 ml) is heated for 18 hours to 100° C. The solvent is evaporated and the orange residue triturated with sat. aqueous sodium hydrogencarbonate solution for 2 hours. The solid is collected by filtration, washed several times with water and dried affording ethyl 7-bromo-[1,2,4]triazolo[1,5-a]pyridine-2-carboxylate (1.759 g, 60.5%) as a lig... The reactants are C(Cl)Cl (CH2Cl2), C(=O)([O-])[O-].[Na+].[Na+] (Na2CO3), NC1=C(C=C(C=N1)C(C(=O)OC)(C)C)I (methyl 2-(6-amino-5-iodopyridin-3-yl)-2-methylpropanoate), C(C1=CC=CC=C1)OC[C@H](C#C[Si](CC)(CC)CC)C ((S)-(4-benzyloxy-3-methylbut-1-ynyl)triethylsilane). The reagents and catalysts are C1=CC=C(C=C1)P([C-]2C=CC=C2)C3=CC=CC=C3.C1=CC=C(C=C1)P([C-]2C=CC=C2)C3=CC=CC=C3.Cl[Pd]Cl.[Fe+2] (Pd(dppf)Cl2). The solvent is CN(C=O)C (N,N-dimethylformamide), C(C)(=O)OCC (ethyl acetate). Reaction conditions: temperature 90 celsius. Product: C(C1=CC=CC=C1)OC[C@@H](C)C1=C(NC2=NC=C(C=C21)C(C(=O)OC)(C)C)[Si](CC)(CC)CC (Methyl (S)-2-[3-(2-benzyloxy-1-methylethyl)-2-triethylsilyl-1H-pyrrolo[2,3-b]pyridin-5-yl]-2-methylpropanoate). The yield is 88.3%. As a reaction SMILES: [NH2:1][C:2]1[N:7]=[CH:6][C:5]([C:8]([CH3:14])([CH3:13])[C:9]([O:11][CH3:12])=[O:10])=[CH:4][C:3]=1I.[CH2:16]([O:23][CH2:24][C@@H:25]([CH3:35])[C:26]#[C:27][Si:28]([CH2:33][CH3:34])([CH2:31][CH3:32])[CH2:29][CH3:30])[C:17]1[CH:22]=[CH:21][CH:20]=[CH:19][CH:18]=1.C(Cl)Cl.C([O-])([O-])=O.[Na+].[Na+]>C(OCC)(=O)C.C1C=CC(P(C2C=CC=CC=2)[C-]2C=CC=C2)=CC=1.C1C=CC(P(C2C=CC=CC=2)[C-]2C=CC=C2)=CC=1.Cl[Pd]Cl.[Fe+2].CN(C)C=O>[CH2:16]([O:23][CH2:24][C@H:25]([C:26]1[C:3]2[C:2](=[N:7][CH:6]=[C:5]([C:8]([CH3:14])([CH3:13])[C:9]([O:11][CH3:12])=[O:10])[CH:4]=2)[NH:1][C:27]=1[Si:28]([CH2:33][CH3:34])([CH2:29][CH3:30])[CH2:31][CH3:32])[CH3:35])[C:17]1[CH:22]=[CH:21][CH:20]=[CH:19][CH:18]=1 |f:3.4.5,7.8.9.10|. Procedure details: A vigorously stirred suspension of methyl 2-(6-amino-5-iodopyridin-3-yl)-2-methylpropanoate (4.61 g, 14.4 mmol), (S)-(4-benzyloxy-3-methylbut-1-ynyl)triethylsilane (4.98 g, 17.3 mmol), Pd(dppf)Cl2.CH2Cl2 (0.59 g, 0.72 mmol) LiCl (0.61 g, 14.4 mmol), Na2CO3 (3.82 g, 36.0 mmol) and N,N-dimethylformamide (60 mL) was degassed via three vacuum/nitrogen ingress cycles and the resulting mixture was heated at approximately 90° C. overnight. After cooling to ambient temperature, the reaction mixture was ... Procedure details: In a round bottom flask under nitrogen purge 4-[[3,5-di (t-butyl)-4-methoxyphenyl]methoxy]benzaldehyde (530 mg, 1.5 mmol) is admixed with rhodanine (240 mg, 1.8 mmol) and sodium acetate (490 mg, 6.0 mmol) in 10 ml of acetic acid. The reaction mixture is then refluxed overnight with stirring. After the refluxing, the reaction mixture was allowed to cool to 70° C. The precipitate was removed by filtration and washed lightly with acetic acid. The precipitate was triturated with ethyl ether, filtere... RXN SMILES: [C:1]([C:5]1[CH:6]=[C:7]([CH2:17][O:18][C:19]2[CH:26]=[CH:25][C:22]([CH:23]=O)=[CH:21][CH:20]=2)[CH:8]=[C:9]([C:13]([CH3:16])([CH3:15])[CH3:14])[C:10]=1[O:11][CH3:12])([CH3:4])([CH3:3])[CH3:2].[S:27]1[CH2:33][C:31](=[O:32])[NH:30][C:28]1=[S:29].C([O-])(=O)C.[Na+]>C(O)(=O)C>[C:13]([C:9]1[CH:8]=[C:7]([CH2:17][O:18][C:19]2[CH:20]=[CH:21][C:22]([CH:23]=[C:33]3[S:27][C:28](=[S:29])[NH:30][C:31]3=[O:32])=[CH:25][CH:26]=2)[CH:6]=[C:5]([C:1]([CH3:4])([CH3:3])[CH3:2])[C:10]=1[O:11][CH3:12])([CH3:14])([CH3:15])[CH3:16] |f:2.3|. The product is C(C)(C)(C)C=1C=C(C=C(C1OC)C(C)(C)C)COC1=CC=C(C=C1)C=C1C(NC(S1)=S)=O (5-[[4-[[3,5-di (t-butyl)-4-methoxyphenyl]methoxy]phenyl]methylene]-2-thioxo-4-thiazolidinone). Isolated yield 22.7%. Conditions: temperature 70 celsius. The solvent is C(C)(=O)O (acetic acid). Reactants: C(C)(C)(C)C=1C=C(C=C(C1OC)C(C)(C)C)COC1=CC=C(C=O)C=C1 (4-[[3,5-di (t-butyl)-4-methoxyphenyl]methoxy]benzaldehyde), S1C(=S)NC(=O)C1 (rhodanine), C(C)(=O)[O-].[Na+] (sodium acetate). The reactants are Nc1ccc(Cl)c(-c2ccccn2)c1, O=C(O)c1ccc(CS(=O)(=O)c2nnc[nH]2)cc1, O=C(O)c1ccc(CS(=O)c2nnc[nH]2)cc1. Product: O=C(Nc1ccc(Cl)c(-c2ccccn2)c1)c1ccc(CS(=O)(=O)c2nnc[nH]2)cc1. RXN SMILES: [Cl:36][c:37]1[c:38](-[c:44]2[n:45][cH:46][cH:47][cH:48][cH:49]2)[cH:39][c:40]([NH2:41])[cH:42][cH:43]1.[n:18]1[n:19][c:20]([S:23](=[O:24])(=[O:25])[CH2:26][c:27]2[cH:28][cH:29][c:30]([C:31](=[O:32])[OH:33])[cH:34][cH:35]2)[nH:21][cH:22]1.[n:1]1[n:2][c:3]([S:4]([CH2:5][c:6]2[cH:7][cH:8][c:9]([C:10]([OH:11])=[O:12])[cH:13][cH:14]2)=[O:15])[nH:16][cH:17]1>>[n:18]1[n:19][c:20]([S:23](=[O:24])(=[O:25])[CH2:26][c:27]2[cH:28][cH:29][c:30]([C:31](=[O:33])[NH:41][c:40]3[cH:39][c:38](-[c:44]4[n:45][cH:46][cH:47][cH:48][cH:49]4)[c:37]([Cl:36])[cH:43][cH:42]3)[cH:34][cH:35]2)[nH:21][cH:22]1. Starting materials: solution, N#CBr (cyanogen bromide), NC=1C=C(C(=O)OC)C=CC1N (methyl 3,4-diaminobenzoate). Solvent: C(C)#N (acetonitrile), O (water). Run at time 20 minute. The product is NC=1NC2=C(N1)C=CC(=C2)C(=O)OC (Methyl 2-aminobenzimidazole-5-carboxylate). As a reaction SMILES: [NH2:1][C:2]1[CH:3]=[C:4]([CH:9]=[CH:10][C:11]=1[NH2:12])[C:5]([O:7][CH3:8])=[O:6].[N:13]#[C:14]Br>O.C(#N)C>[NH2:13][C:14]1[NH:1][C:2]2[CH:3]=[C:4]([C:5]([O:7][CH3:8])=[O:6])[CH:9]=[CH:10][C:11]=2[N:12]=1. Reported procedure: 300 mg (1.8 mmol) of methyl 3,4-diaminobenzoate was stirred in 5 ml of water. 0.5 ml of a solution of 5 M of cyanogen bromide in acetonitrile was added to the obtained mixture, and they were stirred at room temperature for 20 minutes. The mixture was filtered. Aqueous ammonia was added to the filtrate. After the treatment with ethyl acetate as the extracting solvent by an ordinary method, the title compound was obtained. The reactants are BrC(C(=O)O)CC (2-bromobutanoic acid), C(Cl)Cl (DCM), S(=O)(Cl)Cl (thionyl chloride), CN(C)C=O (DMF). Run at time 8 hour. Yields the product BrC(C(=O)NCC)CC (2-bromo-N-ethylbutanamide). As a reaction SMILES: [Br:1][CH:2]([CH2:6][CH3:7])[C:3](O)=[O:4].S(Cl)(Cl)=O.C[N:13]([CH:15]=O)C.[CH2:17](Cl)Cl>>[Br:1][CH:2]([CH2:6][CH3:7])[C:3]([NH:13][CH2:15][CH3:17])=[O:4]. Procedure details: Under nitrogen, to a solution of 2-bromobutanoic acid (2.0 g, 12.0 mmol) in DCM (50 mL) at 0° C. were sequentially added thionyl chloride (2.6 mL, 35.9 mmol) and 0.5 mL of DMF. The reaction was allowed to warm to room temperature and was stirred overnight. The reaction mixture was concentrated in vacuo and then cooled to 0° C. Thirty (30) mL of 40% ethylamine water solution was added slowly. The reaction was allowed to warm to room temperature and was stirred for 2 h, followed by extraction with... Reaction SMILES: CS(NC1C=CC=CC=1N1CCN(C(OC(C)(C)C)=O)CC1)(=O)=O.[NH2:25][C:26]1[CH:31]=[CH:30][CH:29]=[CH:28][C:27]=1[N:32]1[CH2:37][CH2:36][N:35]([C:38](=[O:68])[C@H:39]([NH:48][C:49]([C@@H:51]2[CH2:60][C:59]3[C:54](=[CH:55][CH:56]=[CH:57][CH:58]=3)[CH2:53][N:52]2[C:61]([O:63][C:64]([CH3:67])([CH3:66])[CH3:65])=[O:62])=[O:50])[CH2:40][C:41]2[CH:46]=[CH:45][C:44]([Cl:47])=[CH:43][CH:42]=2)[CH2:34][CH2:33]1.N1C=CC=CC=1.[C:75]1([CH2:81][S:82](Cl)(=[O:84])=[O:83])[CH:80]=[CH:79][CH:78]=[CH:77][CH:76]=1>>[Cl:47][C:44]1[CH:43]=[CH:42][C:41]([CH2:40][C@@H:39]([NH:48][C:49]([C@@H:51]2[CH2:60][C:59]3[C:54](=[CH:55][CH:56]=[CH:57][CH:58]=3)[CH2:53][N:52]2[C:61]([O:63][C:64]([CH3:65])([CH3:67])[CH3:66])=[O:62])=[O:50])[C:38](=[O:68])[N:35]2[CH2:36][CH2:37][N:32]([C:27]3[CH:28]=[CH:29][CH:30]=[CH:31][C:26]=3[NH:25][S:82]([CH2:81][C:75]3[CH:80]=[CH:79][CH:78]=[CH:77][CH:76]=3)(=[O:84])=[O:83])[CH2:33][CH2:34]2)=[CH:46][CH:45]=1.[Cl:47][C:44]1[CH:45]=[CH:46][C:41]([CH2:40][C@@H:39]([NH:48][C:49]([C@@H:51]2[CH2:60][C:59]3[C:54](=[CH:55][CH:56]=[CH:57][CH:58]=3)[CH2:53][NH:52]2)=[O:50])[C:38](=[O:68])[N:35]2[CH2:34][CH2:33][N:32]([C:27]3[CH:28]=[CH:29][CH:30]=[CH:31][C:26]=3[NH:25][S:82]([CH2:81][C:75]3[CH:80]=[CH:79][CH:78]=[CH:77][CH:76]=3)(=[O:84])=[O:83])[CH2:37][CH2:36]2)=[CH:42][CH:43]=1. The yield is 95.9%. Reported procedure: tert-Butyl 3-(N-{(1R)-1-[(4-chlorophenyl)methyl]-2-oxo-2-[4-(2-{[benzylsulfonyl]amino}phenyl)piperazinyl]ethyl}carbamoyl)(3S)-1,2,3,4-tetrahydroisoquinoline-2-carboxylate was prepared according to the procedure for Preparation III using tert-butyl 3-(N-{(1R)-2-[4-(2-aminophenyl)piperazinyl]-1-[(4-chlorophenyl)methyl]-2-oxoethyl}carbamoyl)(3S)-1,2,3,4-tetrahydroisoquinoline-2-carboxylate (Preparation IX) (730 mg, 1.2 mmol), pyridine (100 μl, 1.2 mmol) and α-toluenesulfonyl chloride (240 mg, 1.2 m... The product is ClC1=CC=C(C=C1)C[C@H](C(N1CCN(CC1)C1=C(C=CC=C1)NS(=O)(=O)CC1=CC=CC=C1)=O)NC(=O)[C@H]1N(CC2=CC=CC=C2C1)C(=O)OC(C)(C)C (tert-Butyl 3-(N-{(1R)-1-[(4-chlorophenyl)methyl]-2-oxo-2-[4-(2-{[benzylsulfonyl]amino}phenyl)piperazinyl]ethyl}carbamoyl)(3S)-1,2,3,4-tetrahydroisoquinoline-2-carboxylate), ClC1=CC=C(C=C1)C[C@H](C(N1CCN(CC1)C1=C(C=CC=C1)NS(=O)(=O)CC1=CC=CC=C1)=O)NC(=O)[C@H]1NCC2=CC=CC=C2C1 (N-{(1R)-1-[(4-Chlorophenyl)methyl]-2-oxo-2-[4-(2-{[benzylsulfonyl]amino}phenyl)piperazinyl]ethyl}((3S)(3-1,2,3,4-tetrahydroisoquinolyl))carboxamide). Starting materials: N1=CC=CC=C1 (pyridine), C1(=CC=CC=C1)CS(=O)(=O)Cl (α-toluenesulfonyl chloride), CS(=O)(=O)NC1=C(C=CC=C1)N1CCN(CC1)C(=O)OC(C)(C)C (tert-butyl 4-{2-[(methylsulfonyl)-amino]phenyl}-piperazinecarboxylate), NC1=C(C=CC=C1)N1CCN(CC1)C([C@@H](CC1=CC=C(C=C1)Cl)NC(=O)[C@H]1N(CC2=CC=CC=C2C1)C(=O)OC(C)(C)C)=O (tert-butyl 3-(N-{(1R)-2-[4-(2-aminophenyl)piperazinyl]-1-[(4-chlorophenyl)methyl]-2-oxoethyl}carbamoyl)(3S)-1,2,3,4-tetrahydroisoquinoline-2-carboxylate). Starting materials: OC(C1=CC=C(C=C1)F)(C)C1=CCNCC1 (4-(α-hydroxy-α-methyl-4-fluorobenzyl)-1,2,5,6-tetrahydropyridine), FC1=CC=C(C=C1)C(CCCCl)=O (4'-fluoro-4-chlorobutyrophenone), C([O-])([O-])=O.[Na+].[Na+] (sodium carbonate), [I-].[Na+] (sodium iodide). Solvent: CC(CC(C)=O)C (4-methyl-2-pentanone). Product: FC1=CC=C(C=C1)C(CCCN1CC=C(CC1)C(C1=CC=C(C=C1)F)(C)O)=O (4'-fluoro-4-[4-(α-hydroxy-α-methyl-4-fluorobenzyl)-1,2,5,6-tetrahydropyridyl]-butyrophenone). RXN SMILES: [OH:1][C:2]([C:11]1[CH2:16][CH2:15][NH:14][CH2:13][CH:12]=1)([CH3:10])[C:3]1[CH:8]=[CH:7][C:6]([F:9])=[CH:5][CH:4]=1.[F:17][C:18]1[CH:23]=[CH:22][C:21]([C:24](=[O:29])[CH2:25][CH2:26][CH2:27]Cl)=[CH:20][CH:19]=1.C(=O)([O-])[O-].[Na+].[Na+].[I-].[Na+]>CC(C)CC(=O)C>[F:17][C:18]1[CH:19]=[CH:20][C:21]([C:24](=[O:29])[CH2:25][CH2:26][CH2:27][N:14]2[CH2:15][CH2:16][C:11]([C:2]([OH:1])([CH3:10])[C:3]3[CH:4]=[CH:5][C:6]([F:9])=[CH:7][CH:8]=3)=[CH:12][CH2:13]2)=[CH:22][CH:23]=1 |f:2.3.4,5.6|. Reported procedure: A mixture of 2.0 g of 4-(α-hydroxy-α-methyl-4-fluorobenzyl)-1,2,5,6-tetrahydropyridine, 2.5 g of 4'-fluoro-4-chlorobutyrophenone, 3.0 g of sodium carbonate, a crystal of sodium iodide, in 100 ml of 4-methyl-2-pentanone is stirred and refluxed for 72 hours. It is cooled, filtered, and the filtrate evaporated under reduced pressure. Diethyl ether is added to the residue and the resulting solution extracted with 5% aqueous hydrochloric acid. The aqueous solution is made basic with ammonium hydroxid... The reactants are OC1=NC(=CC(=N1)C(=O)OC)C(=O)OC (Dimethyl 2-hydroxypyrimidine-4,6-dicarboxylate). The reagents and catalysts are [Pd] (Pd/C). Solvent: CO (methanol). The product is O=C1NC(CC(N1)C(=O)OC)C(=O)OC (dimethyl 2-oxo-hexahydropyrimidine-4,6-dicarboxylate). Isolated yield 87.7%. As a reaction SMILES: [OH:1][C:2]1[N:7]=[C:6]([C:8]([O:10][CH3:11])=[O:9])[CH:5]=[C:4]([C:12]([O:14][CH3:15])=[O:13])[N:3]=1>CO.[Pd]>[O:1]=[C:2]1[NH:3][CH:4]([C:12]([O:14][CH3:15])=[O:13])[CH2:5][CH:6]([C:8]([O:10][CH3:11])=[O:9])[NH:7]1. Reported procedure: Dimethyl 2-hydroxypyrimidine-4,6-dicarboxylate (1.42 g. 6.7 mmol) was dissolved in methanol (300 ml) and hydrogenated over 10% Pd/C catalyst. The reaction mixture was filtered and the methanol removed under reduced pressure. The crude product was recrystalized from methanol/ether to yield (4R*, 6R*)-dimethyl 2-oxo-hexahydropyrimidine-4,6-dicarboxylate (1.27 g, 88%) as colourless needles m.p. 178°-179°.